Dataset: the Open Reaction Database (ORD), a public repository of structured organic reaction records. Task: describe an organic reaction: reactants, conditions, products, and yield The reactants are NCC(CN1CCCC1)O (1-amino-3-pyrrolidine-1-yl-propan-2-ol), CC1=C(C2=C(N1)\C(\CC2)=C\2/C(NC1=CC=C(C=C21)S(NC)(=O)=O)=O)C(=O)O (2-Methyl-6-[5-methylsulfamoyl-2-oxo-1,2-dihydro-indol-(3Z)-ylidene]-1,4,5,6-tetrahydro-cyclopenta[b]pyrrole-3-carboxylic acid), C=1C=CC2=C(C1)N=NN2O (HOBt), C(CCl)Cl (EDC). The solvent is CN(C)C=O (DMF). Run at time 30 minute. Product: OC(CNC(=O)C=1C2=C(NC1C)\C(\CC2)=C\2/C(NC1=CC=C(C=C21)S(NC)(=O)=O)=O)CN2CCCC2 (2-Methyl-6-[5-methylsulfamoyl-2-oxo-1,2-dihydro-indol-(3Z)-ylidene]-1,4,5,6-tetrahydro-cyclopenta[b]pyrrole-3-carboxylic acid (2-hydroxy-3-pyrrolidin-1-yl-propyl)-amide). Isolated yield 52.6%. RXN SMILES: [CH3:1][C:2]1[NH:6][C:5]2/[C:7](=[C:10]3\[C:11](=[O:24])[NH:12][C:13]4[C:18]\3=[CH:17][C:16]([S:19](=[O:23])(=[O:22])[NH:20][CH3:21])=[CH:15][CH:14]=4)/[CH2:8][CH2:9][C:4]=2[C:3]=1[C:25]([OH:27])=O.C1C=CC2N(O)N=NC=2C=1.C(Cl)CCl.[NH2:42][CH2:43][CH:44]([OH:51])[CH2:45][N:46]1[CH2:50][CH2:49][CH2:48][CH2:47]1>CN(C=O)C>[OH:51][CH:44]([CH2:45][N:46]1[CH2:50][CH2:49][CH2:48][CH2:47]1)[CH2:43][NH:42][C:25]([C:3]1[C:4]2[CH2:9][CH2:8]/[C:7](=[C:10]3/[C:11](=[O:24])[NH:12][C:13]4[C:18]/3=[CH:17][C:16]([S:19](=[O:22])(=[O:23])[NH:20][CH3:21])=[CH:15][CH:14]=4)/[C:5]=2[NH:6][C:2]=1[CH3:1])=[O:27]. Reported procedure: A mixture of 2-methyl-6-[5-methylsulfamoyl-2-oxo-1,2-dihydro-indol-(3Z)-ylidene]-1,4,5,6-tetrahydro-cyclopenta[b]pyrrole-3-carboxylic acid (Example 5, 78 mg, 0.2 mmol), HOBt (27 mg, 0.2 mmol) and EDC (77 mg, 0.4 mmol) in dry DMF (2 mL) was stirred at room temperature for 30 min. Then 1-amino-3-pyrrolidine-1-yl-propan-2-ol (0.4 mmol) was added and stirring was continued for 48 hours. The solvent was removed under reduced pressure and the residue was crystallized and purified on a silica gel colum... Reactants: CON(C(CCN1CCCCC1)=O)C (N-methoxy-N-methyl-3-(piperid-1-yl)-propanamide), [H-].[H-].[H-].[H-].[Li+].[Al+3] (LAH). Solvent: C1CCOC1 (THF). Conditions: temperature -78 celsius, time 30 minute. The product is N1(CCCCC1)CCC=O (3-(piperid-1-yl)-propanal). As a reaction SMILES: CON(C)[C:4](=[O:13])[CH2:5][CH2:6][N:7]1[CH2:12][CH2:11][CH2:10][CH2:9][CH2:8]1.[H-].[H-].[H-].[H-].[Li+].[Al+3]>C1COCC1>[N:7]1([CH2:6][CH2:5][CH:4]=[O:13])[CH2:12][CH2:11][CH2:10][CH2:9][CH2:8]1 |f:1.2.3.4.5.6|. Procedure: The above amide (1 equiv) is dissolved in dry THF and the solution is cooled to −78° C. Solid LAH (0.5 equiv) is carefully added. The reaction mixture is then immersed in an ice-bath at 0° C. and stirred 30 min. The reaction is quenched by the addition of EtOAc followed by water. The mixture is diluted with Et2O and the layers are separated. The organic is washed with brine, dried over Na2SO4, decanted and concentrated to yield 3-(piperid-1-yl)-propanal which is used immediately in the next step... Starting materials: ClC1=NC=CC(=N1)C=1C=C(CNCCC2=CC=NC=C2)C=CC1 (N-(3-(2-chloropyrimidin-4-yl)benzyl)-2-(pyridine-4-yl)ethanamine), NCCC1=CC(=C(C=C1)O)Cl (4-(2-aminoethyl)-2-chlorophenol), 460. Product: ClC1=C(C=CC(=C1)CCNC1=NC=CC(=N1)C1=CC(=CC=C1)CNCCC1=CC=NC=C1)O (2-chloro-4-(2-(4-(3-((2-(pyridine-4-yl)ethylamino)methyl)phenyl)pyrimidin-2-ylamino)ethyl)phenol). As a reaction SMILES: Cl[C:2]1[N:7]=[C:6]([C:8]2[CH:9]=[C:10]([CH:21]=[CH:22][CH:23]=2)[CH2:11][NH:12][CH2:13][CH2:14][C:15]2[CH:20]=[CH:19][N:18]=[CH:17][CH:16]=2)[CH:5]=[CH:4][N:3]=1.[NH2:24][CH2:25][CH2:26][C:27]1[CH:32]=[CH:31][C:30]([OH:33])=[C:29]([Cl:34])[CH:28]=1>>[Cl:34][C:29]1[CH:28]=[C:27]([CH2:26][CH2:25][NH:24][C:2]2[N:7]=[C:6]([C:8]3[CH:23]=[CH:22][CH:21]=[C:10]([CH2:11][NH:12][CH2:13][CH2:14][C:15]4[CH:20]=[CH:19][N:18]=[CH:17][CH:16]=4)[CH:9]=3)[CH:5]=[CH:4][N:3]=2)[CH:32]=[CH:31][C:30]=1[OH:33]. Reported procedure: Intermediate 173 from above was coupled with 4-(2-aminoethyl)-2-chlorophenol following procedure F. LC-MS showed the product had the expected M+H+ of 460. 1H NMR (Varian 300 MHz, MeOD-d6, shifts relative to the solvent peak at 3.31 ppm) δ 8.4 (d, 2H) 8.4 (s, 1H) 8.29 (d, 1H), 8.25 (s, 1H), 8.15 (d, 1H) 7.66-7.56 (m, 2H), 7.36 (d, 1H), 7.20 (d, 1H) 7.10 (d, 1H), 7.0 (d, 1H), 6.8 (d, 1H), 4.3 (s, 2H), 3.6 (t, 2H), 3.3 (t, 2H), 3.0 (t, 2H), 2.8 (t, 2H). The reactants are CC1(NC2=CC(=CC=C2CC1)[N+](=O)[O-])C (1,2,3,4-tetrahydro-2,2-dimethyl-7-nitroquinoline), CCOC(=O)C (EtOAc), C(C)C1(NC2=CC=CC=C2CC1)CC (2,2-diethyl-1,2,3,4-tetrahydroquinoline), [N+](=O)(O)[O-] (HNO3). The solvent is S(O)(O)(=O)=O (sulfuric acid), hexanes. The product is C(C)C1(NC2=CC(=CC=C2CC1)[N+](=O)[O-])CC (2,2-diethyl-1,2,3,4-tetrahydro-7-nitroquinoline). The yield is 69.0%. As a reaction SMILES: CC1(C)CCC2C(=CC([N+:12]([O-:14])=[O:13])=CC=2)N1.[CH2:16]([C:18]1([CH2:28][CH3:29])[CH2:27][CH2:26][C:25]2[C:20](=[CH:21][CH:22]=[CH:23][CH:24]=2)[NH:19]1)[CH3:17].[N+]([O-])(O)=O.CCOC(C)=O>S(=O)(=O)(O)O>[CH2:28]([C:18]1([CH2:16][CH3:17])[CH2:27][CH2:26][C:25]2[C:20](=[CH:21][C:22]([N+:12]([O-:14])=[O:13])=[CH:23][CH:24]=2)[NH:19]1)[CH3:29]. Procedure: This compound was prepared in a manner similar to that described for 1,2,3,4-tetrahydro-2,2-dimethyl-7-nitroquinoline (Scheme III) from for 2,2-diethyl-1,2,3,4-tetrahydroquinoline (0.955 g, 5.04 mmol) and fuming HNO3 (0.32 g, 5.0 mmol) in concentrated sulfuric acid (10 mL) to afford 0.811 g (69%) of 2,2-diethyl-1,2,3,4-tetrahydro-7-nitroquinoline after chromatography (hexanes:EtOAc, 24:1). Data for 2,2-diethyl-1,2,3,4-tetrahydro-7-nitroquinoline: Rf 0.43 (24:1 hexanes:ethyl acetate); 1H NMR (400... As a reaction SMILES: [Br:16][CH2:17][CH2:18][CH2:19][Cl:20].[CH3:27][C:28]#[N:29].[K+:21].[K+:22].[O-:23][C:24]([O-:25])=[O:26].[OH:1][c:2]1[cH:3][cH:4][c:5](-[c:8]2[cH:9][cH:10][c:11](=[O:15])[n:12]([CH3:14])[n:13]2)[cH:6][cH:7]1>>[O:1]([c:2]1[cH:3][cH:4][c:5](-[c:8]2[cH:9][cH:10][c:11](=[O:15])[n:12]([CH3:14])[n:13]2)[cH:6][cH:7]1)[CH2:17][CH2:18][CH2:19][Cl:20]. Starting materials: ClCCCBr, CC#N, [K+], [K+], O=C([O-])[O-], Cn1nc(-c2ccc(O)cc2)ccc1=O. The product is Cn1nc(-c2ccc(OCCCCl)cc2)ccc1=O. Reactants: C1(=CC=CC=C1)C=1C(C1C1=CC=CC=C1)C(=O)OCC (Ethyl 2,3-diphenyl-cycloprop-2-ene-1-carboxylate), [OH-].[K+] (potassium hydroxide). Run in CO (methanol). The product is C1(=CC=CC=C1)C=1C(C1C1=CC=CC=C1)C(=O)O (2,3-Diphenyl-cycloprop-2-ene-1-carboxylic acid). Isolated yield 0.1%. Reaction SMILES: [C:1]1([C:7]2[CH:8]([C:16]([O:18]CC)=[O:17])[C:9]=2[C:10]2[CH:15]=[CH:14][CH:13]=[CH:12][CH:11]=2)[CH:6]=[CH:5][CH:4]=[CH:3][CH:2]=1.[OH-].[K+]>CO>[C:10]1([C:9]2[CH:8]([C:16]([OH:18])=[O:17])[C:7]=2[C:1]2[CH:2]=[CH:3][CH:4]=[CH:5][CH:6]=2)[CH:11]=[CH:12][CH:13]=[CH:14][CH:15]=1 |f:1.2|. Reported procedure: Ethyl 2,3-diphenyl-cycloprop-2-ene-1-carboxylate (1.75 g, 6.6 mol) and potassium hydroxide (1.79 g, 31.9 mmol) were dissolved in methanol (60 cm3) and heated to reflux for 5 hours. The mixture was cooled to room temperature and the solvent evaporated. The residue was partitioned between water (30 cm3) and ethyl acetate (30 cm3). The aqueous layer was separated and washed with ethyl acetate (2×30 cm3) before being acidified to pH=1 with dilute hydrochloric acid and extracted with dichloromethane ... The reactants are C1(CC1)C1=CN=C(C(=N1)C(=O)NC1=C(N=C(S1)C)C(=O)O)NC=1C=NC=NC1 (5-{[6-cyclopropyl-3-(pyrimidin-5-ylamino)-pyrazine-2-carbonyl]-amino}-2-methyl-thiazole-4-carboxylic acid), Cl.CN (methylamine hydrochloride), solid. The product is CC=1SC(=C(N1)C(NC)=O)NC(=O)C1=NC(=CN=C1NC=1C=NC=NC1)C1CC1 (6-Cyclopropyl-3-(pyrimidin-5-ylamino)-pyrazine-2-carboxylic acid (2-methyl-4-methylcarbamoyl-thiazol-5-yl)-amide). Reaction SMILES: [CH:1]1([C:4]2[N:9]=[C:8]([C:10]([NH:12][C:13]3[S:17][C:16]([CH3:18])=[N:15][C:14]=3[C:19](O)=[O:20])=[O:11])[C:7]([NH:22][C:23]3[CH:24]=[N:25][CH:26]=[N:27][CH:28]=3)=[N:6][CH:5]=2)[CH2:3][CH2:2]1.Cl.[CH3:30][NH2:31]>>[CH3:18][C:16]1[S:17][C:13]([NH:12][C:10]([C:8]2[C:7]([NH:22][C:23]3[CH:28]=[N:27][CH:26]=[N:25][CH:24]=3)=[N:6][CH:5]=[C:4]([CH:1]3[CH2:3][CH2:2]3)[N:9]=2)=[O:11])=[C:14]([C:19](=[O:20])[NH:31][CH3:30])[N:15]=1 |f:1.2|. Procedure details: The product was obtained starting from 5-{[6-cyclopropyl-3-(pyrimidin-5-ylamino)-pyrazine-2-carbonyl]-amino}-2-methyl-thiazole-4-carboxylic acid (28 mg, 0.07 mmol) and methylamine hydrochloride (6.2 mg, 0.09 mmol) according to the method described in example 64, step 6 as yellow solid (16 mg, 44%).